From a dataset of the Open Reaction Database (ORD), a public repository of structured organic reaction records. describe an organic reaction: reactants, conditions, products, and yield Starting materials: C([O-])(O)=O.[Na+] (sodium bicarbonate), BrC(=NO)Br (dibromoformaldoxime), C(C=C)P(OCC)(=O)C (ethyl allyl(P-methyl)phosphinate). Run in O (water), C(C)(=O)OCC (ethyl acetate), C(C)(=O)OCC (ethyl acetate), C(C)(=O)OCC (ethyl acetate). The product is BrC1=NOC(C1)CP(OCC)(=O)C (Ethyl 3-bromo-2-isoxazolin-5-ylmethyl(P-methyl)phosphinate). RXN SMILES: [CH2:1]([P:4]([CH3:9])(=[O:8])[O:5][CH2:6][CH3:7])[CH:2]=[CH2:3].C(=O)(O)[O-].[Na+].[Br:15][C:16](Br)=[N:17][OH:18]>C(OCC)(=O)C.O>[Br:15][C:16]1[CH2:3][CH:2]([CH2:1][P:4]([CH3:9])(=[O:8])[O:5][CH2:6][CH3:7])[O:18][N:17]=1 |f:1.2|. Procedure: 20 g (0.135 mol) of ethyl allyl(P-methyl)phosphinate are dissolved in 570 ml of ethyl acetate, 49.7 g (0.6 mol) of sodium bicarbonate in 115 ml of water are added and, while stirring vigorously, a solution of 40.6 g (0.2 mol) of dibromoformaldoxime in 115 ml of ethyl acetate is slowly added dropwise. The product is isolated in the form of an oil, 15 g from the ethyl acetate phase, and a further 19 g from the aqueous phase by extraction with dichloromethane at pH 2. The reactants are CC1=NN(C=C1C=1C=C2C(=CC=NC2=CC1)N1CCNCC1)C(C1=CC=CC=C1)(C1=CC=CC=C1)C1=CC=CC=C1 (6-(3-methyl-1-trityl-1H-4-pyrazolyl)-4-piperazin-1-yl-quinoline), ClCC(=O)N (2-chloroacetamide), C([O-])([O-])=O.[K+].[K+] (potassium carbonate), CN(C=O)C (dimethylformamide), ClCC(=O)N (2-chloroacetamide). Run in O (water), C(C)(=O)OCC (Ethyl acetate). Conditions: temperature 115 celsius, time 5 hour. Yields the product CC1=NN(C=C1C=1C=C2C(=CC=NC2=CC1)N1CCN(CC1)CC(=O)N)C(C1=CC=CC=C1)(C1=CC=CC=C1)C1=CC=CC=C1 (2-{4-[6-(3-Methyl-1-trityl-1H-4-pyrazolyl)-4-quinolyl]piperazin-1-yl}acetamide). Isolated yield 68.8%. Reaction SMILES: [CH3:1][C:2]1[C:6]([C:7]2[CH:8]=[C:9]3[C:14](=[CH:15][CH:16]=2)[N:13]=[CH:12][CH:11]=[C:10]3[N:17]2[CH2:22][CH2:21][NH:20][CH2:19][CH2:18]2)=[CH:5][N:4]([C:23]([C:36]2[CH:41]=[CH:40][CH:39]=[CH:38][CH:37]=2)([C:30]2[CH:35]=[CH:34][CH:33]=[CH:32][CH:31]=2)[C:24]2[CH:29]=[CH:28][CH:27]=[CH:26][CH:25]=2)[N:3]=1.Cl[CH2:43][C:44]([NH2:46])=[O:45].C(=O)([O-])[O-].[K+].[K+].CN(C)C=O>O.C(OCC)(=O)C>[CH3:1][C:2]1[C:6]([C:7]2[CH:8]=[C:9]3[C:14](=[CH:15][CH:16]=2)[N:13]=[CH:12][CH:11]=[C:10]3[N:17]2[CH2:18][CH2:19][N:20]([CH2:43][C:44]([NH2:46])=[O:45])[CH2:21][CH2:22]2)=[CH:5][N:4]([C:23]([C:30]2[CH:31]=[CH:32][CH:33]=[CH:34][CH:35]=2)([C:36]2[CH:41]=[CH:40][CH:39]=[CH:38][CH:37]=2)[C:24]2[CH:29]=[CH:28][CH:27]=[CH:26][CH:25]=2)[N:3]=1 |f:2.3.4|. Reported procedure: A mixture of 54 mg 6-(3-methyl-1-trityl-1H-4-pyrazolyl)-4-piperazin-1-yl-quinoline obtained in Example 187, 9.4 mg 2-chloroacetamide, 16 mg potassium carbonate and 3 mL dimethylformamide was stirred at 115° C. for 5 hours. 3 mg of 2-chloroacetamide was added thereto, and the mixture was stirred at the same temperature for 3 hours. Ethyl acetate and water were added to the reaction solution, and the organic layer was separated, then washed twice with water and then with brine and dried over anhyd... The reactants are C([O-])(O)=O.[Na+] (sodium bicarbonate), CCN=C=NCCCN(C)C (EDAC), ONC(C=1C=C2C=NN(C2=CC1)CCC(=O)OCC)=N (Ethyl 3-{5-[(hydroxyamino)(imino)methyl]-1H-indazol-1-yl}propanoate), CCN=C=NCCCN(C)C (EDAC), C=1C=CC2=C(C1)N=NN2O (HOBt), CCN=C=NCCCN(C)C (EDAC), CC(C)OC1=C(C=C(C(=O)O)C=C1)C(F)(F)F (4-[(1-Methylethyl)oxy]-3-(trifluoromethyl)benzoic acid). Run in C(C)(=O)OCC (ethyl acetate), CN(C)C=O (DMF). Conditions: temperature 80 celsius, time 30 minute. Product: CC(C)OC1=C(C=C(C=C1)C1=NC(=NO1)C=1C=C2C=NN(C2=CC1)CCC(=O)OCC)C(F)(F)F (Ethyl 3-(5-{5-[4-[(1-methylethyl)oxy]-3-(trifluoromethyl)phenyl]-1,2,4-oxadiazol-3-yl}-1H-indazol-1-yl)propanoate). Yield: 42.0%. RXN SMILES: [CH3:1][CH:2]([O:4][C:5]1[CH:13]=[CH:12][C:8]([C:9]([OH:11])=O)=[CH:7][C:6]=1[C:14]([F:17])([F:16])[F:15])[CH3:3].CCN=C=NCCCN(C)C.C1C=CC2N(O)N=NC=2C=1.O[NH:40][C:41](=[NH:58])[C:42]1[CH:43]=[C:44]2[C:48](=[CH:49][CH:50]=1)[N:47]([CH2:51][CH2:52][C:53]([O:55][CH2:56][CH3:57])=[O:54])[N:46]=[CH:45]2.C(=O)(O)[O-].[Na+]>CN(C=O)C.C(OCC)(=O)C>[CH3:3][CH:2]([O:4][C:5]1[CH:13]=[CH:12][C:8]([C:9]2[O:11][N:40]=[C:41]([C:42]3[CH:43]=[C:44]4[C:48](=[CH:49][CH:50]=3)[N:47]([CH2:51][CH2:52][C:53]([O:55][CH2:56][CH3:57])=[O:54])[N:46]=[CH:45]4)[N:58]=2)=[CH:7][C:6]=1[C:14]([F:17])([F:16])[F:15])[CH3:1] |f:4.5|. Procedure: 4-[(1-Methylethyl)oxy]-3-(trifluoromethyl)benzoic acid (D36) (100 mg, 0.4 mmol) was dissolved in DMF (5 ml) and then EDAC (115 mg, 0.6 mmol) and HOBt (81 mg, 0.6 mmol) were added. The mixture was stirred for 30 minutes and then Ethyl 3-{5-[(hydroxyamino)(imino)methyl]-1H-indazol-1-yl}propanoate (D52) (111 mg, 0.40 mmol) was added and the reaction was heated overnight at 80° C. Further EDAC (50 mg) was added and the reaction was heated for another 4 hours. Further EDAC (20 mg) was added and the r... Reactants: BrC1=C(C(=CC=C1)C(F)(F)F)Cl (1-bromo-2-chloro-3-(trifluoromethyl)benzene), N1CC(CC1)CCC(=O)OCC (ethyl 3-(pyrrolidin-3-yl)propanoate). The product is ClC1=C(C=CC=C1C(F)(F)F)N1CC(CC1)CCC(=O)OCC (ethyl 3-{1-[2-chloro-3-(trifluoromethyl)phenyl]pyrrolidin-3-yl}propanoate). Isolated yield 13.0%. RXN SMILES: Br[C:2]1[CH:7]=[CH:6][CH:5]=[C:4]([C:8]([F:11])([F:10])[F:9])[C:3]=1[Cl:12].[NH:13]1[CH2:17][CH2:16][CH:15]([CH2:18][CH2:19][C:20]([O:22][CH2:23][CH3:24])=[O:21])[CH2:14]1>>[Cl:12][C:3]1[C:4]([C:8]([F:11])([F:10])[F:9])=[CH:5][CH:6]=[CH:7][C:2]=1[N:13]1[CH2:17][CH2:16][CH:15]([CH2:18][CH2:19][C:20]([O:22][CH2:23][CH3:24])=[O:21])[CH2:14]1. Procedure details: The title compound (895 mg, yield 13%) was obtained from 1-bromo-2-chloro-3-(trifluoromethyl)benzene and ethyl 3-(pyrrolidin-3-yl)propanoate obtained in Reference Example 12 by a method similar to that in Reference Example 1.